This data is from the Open Reaction Database (ORD), a public repository of structured organic reaction records. The task is: describe an organic reaction: reactants, conditions, products, and yield Reactants: C(#N)C1=CC=C(CN)C=C1 (p-cyanobenzylamine), C=O (formalin), N (ammonia), S(O)(O)(=O)=O (sulfuric acid). Yields the product C(#N)C1=CC=C(C=O)C=C1 (p-cyanobenzaldehyde). The yield is 40.0%. Reaction SMILES: [C:1]([C:3]1[CH:10]=[CH:9][C:6]([CH2:7]N)=[CH:5][CH:4]=1)#[N:2].C=O.N.S(=O)(=O)(O)[OH:15]>>[C:1]([C:3]1[CH:10]=[CH:9][C:6]([CH:7]=[O:15])=[CH:5][CH:4]=1)#[N:2]. Reported procedure: 13.2 g of p-cyanobenzylamine, 51 g of a 35% aqueous formalin solution and 24 g of a 28% aqueous ammonia solution were reacted at 90° C. for 2 hours while stirring in a solvent of which pH was adjusted to 3 by sulfuric acid. The reaction solution was cooled to room temperature and then cooled on ice for 2 hours. The crystals precipitated were collected by filtration, washed with water and dried to obtain 5.2 g (yield: 40%) of p-cyanobenzaldehyde. The p-cyanobenzaldehyde obtained had a purity of 9...